This data is from the Open Reaction Database (ORD), a public repository of structured organic reaction records. The task is: describe an organic reaction: reactants, conditions, products, and yield The reactants are BrC1=CSC=2N=CN=C(C21)Cl (5-Bromo-4-chloro-thieno[2,3-d]pyrimidine), C12CC(CC(CC1)N2)CO (8-azabicyclo[3.2.1]octan-3-ylmethanol), C([O-])([O-])=O.[K+].[K+] (potassium carbonate), CO (methanol). Run in C(C)#N (acetonitrile), ClCCl (dichloromethane). Yields the product BrC1=CSC=2N=CN=C(C21)N2C1CC(CC2CC1)CO ([8-(5-bromothieno[2,3-d]pyrimidin-4-yl)-8-azabicyclo[3.2.1]octan-3-yl]methanol). Yield: 91.5%. RXN SMILES: [Br:1][C:2]1[C:10]2[C:9](Cl)=[N:8][CH:7]=[N:6][C:5]=2[S:4][CH:3]=1.[CH:12]12[NH:19][CH:16]([CH2:17][CH2:18]1)[CH2:15][CH:14]([CH2:20][OH:21])[CH2:13]2.C(=O)([O-])[O-].[K+].[K+].CO>C(#N)C.ClCCl>[Br:1][C:2]1[C:10]2[C:9]([N:19]3[CH:12]4[CH2:18][CH2:17][CH:16]3[CH2:15][CH:14]([CH2:20][OH:21])[CH2:13]4)=[N:8][CH:7]=[N:6][C:5]=2[S:4][CH:3]=1 |f:2.3.4|. Reported procedure: 5-Bromo-4-chloro-thieno[2,3-d]pyrimidine (1.0 g, 4.0 mmol) in acetonitrile (25 mL) was treated with 8-azabicyclo[3.2.1]octan-3-ylmethanol (705 mg, 16 mmol) and potassium carbonate (2.208 g, 16 mmol) at reflux for 4 h. The reaction was then concentrated in vacuum to a gum and partitioned between ethyl acetate (100 mL) and water (50 mL). The ethyl acetate was separated, dried over sodium sulphate and concentrated in vacuum to give a yellow gum. The gum was columned on silica in a gradient of 2-8% ... Solvent: CN(C)C=O (DMF). The product is C(C)OC(=O)C1=CC=C(C=C1)C1=CC=C(C=C1)CSCCO (4′-(2-Hydroxy-ethylsulfanylmethyl)-biphenyl-4-carboxylic acid ethyl ester). As a reaction SMILES: C(OC([C:6]1[CH:7]=[C:8]([C:12]2[CH:17]=[CH:16][C:15]([CH2:18][S:19][CH2:20][CH2:21][OH:22])=[CH:14][CH:13]=2)[CH:9]=[CH:10][CH:11]=1)=O)C.[CH2:23]([O:25][C:26](C1C=CC(C2C=CC(CBr)=CC=2)=CC=1)=[O:27])[CH3:24].C(=O)([O-])[O-].[K+].[K+].SCCO>CN(C=O)C>[CH2:23]([O:25][C:26]([C:11]1[CH:6]=[CH:7][C:8]([C:12]2[CH:13]=[CH:14][C:15]([CH2:18][S:19][CH2:20][CH2:21][OH:22])=[CH:16][CH:17]=2)=[CH:9][CH:10]=1)=[O:27])[CH3:24] |f:2.3.4|. Reactants: C(C)OC(=O)C1=CC=C(C=C1)C1=CC=C(C=C1)CBr (4′-Bromomethyl-biphenyl-4-carboxylic acid ethyl ester), C([O-])([O-])=O.[K+].[K+] (potassium carbonate), SCCO (2-mercaptoethanol), C(C)OC(=O)C=1C=C(C=CC1)C1=CC=C(C=C1)CSCCO (4′-(2-hydroxy-ethylsulfanylmethyl)-biphenyl-3-carboxylic acid ethyl ester). Procedure: 4′-(2-Hydroxy-ethylsulfanylmethyl)-biphenyl-4-carboxylic acid ethyl ester was prepared as described for 4′-(2-hydroxy-ethylsulfanylmethyl)-biphenyl-3-carboxylic acid ethyl ester. 4′-Bromomethyl-biphenyl-4-carboxylic acid ethyl ester (4.2 g, 13.16 mmol, 1 eq.) in anhydrous DMF (100 mL) was treated with potassium carbonate (5.46 g, 39.48 mmol, 3 eq.) and 2-mercaptoethanol (1.23 g, 15.79 mmol, 1.2 eq.). When the reaction was complete, the reaction was worked up as described leaving a yellow oil upo...